This data is from the Open Reaction Database (ORD), a public repository of structured organic reaction records. The task is: describe an organic reaction: reactants, conditions, products, and yield The reactants are FC=1C=CC(=C(C1)NC1=C(C=CC=C1)F)[N+](=O)[O-] ((5-Fluoro-2-nitrophenyl)-(2-fluorophenyl)amine). Solvent: CCOC(=O)C (EtOAc). Run at time 8 hour. Product: FC=1C=C(C(=CC1)N)NC1=C(C=CC=C1)F (4-Fluoro-N2-(2-fluorophenyl)benzene-1,2-diamine). As a reaction SMILES: [F:1][C:2]1[CH:3]=[CH:4][C:5]([N+:16]([O-])=O)=[C:6]([NH:8][C:9]2[CH:14]=[CH:13][CH:12]=[CH:11][C:10]=2[F:15])[CH:7]=1>CCOC(C)=O>[F:1][C:2]1[CH:7]=[C:6]([NH:8][C:9]2[CH:14]=[CH:13][CH:12]=[CH:11][C:10]=2[F:15])[C:5]([NH2:16])=[CH:4][CH:3]=1. Procedure: (5-Fluoro-2-nitrophenyl)-(2-fluorophenyl)amine (3.04 g, 12.16 mmol) was dissolved in EtOAc (120 mL) and the flask evacuated and flushed with nitrogen gas. 10% Pd/C (0.3 g) was added and the reaction mixture stirred under an atmosphere of hydrogen gas, at RT overnight. A further amount of 10% Pd/C (0.3 g) was added and the reaction mixture stirred under an atmosphere of hydrogen gas for an extra 2 h. The resultant mixture was filtered through Celite® and the filtrate concentrated in vacuo to affo... Reactants: CN=C=O, CC1Cc2cccc(S(N)(=O)=O)c2OS1(=O)=O, CC#N, C1CCC2=NCCCN2CC1, O. Yields the product CNC(=O)NS(=O)(=O)c1cccc2c1OS(=O)(=O)C(C)C2. RXN SMILES: [CH3:18][N:19]=[C:20]=[O:21].[CH3:1][CH:2]1[S:3](=[O:16])(=[O:17])[O:4][c:5]2[c:6]([cH:8][cH:9][cH:10][c:11]2[S:12](=[O:13])(=[O:14])[NH2:15])[CH2:7]1.[CH3:33][C:34]#[N:35].[N:22]12[CH2:23][CH2:24][CH2:25][N:26]=[C:27]1[CH2:28][CH2:29][CH2:30][CH2:31][CH2:32]2.[OH2:36]>>[CH3:1][CH:2]1[S:3](=[O:16])(=[O:17])[O:4][c:5]2[c:6]([cH:8][cH:9][cH:10][c:11]2[S:12](=[O:13])(=[O:14])[NH:15][C:20]([NH:19][CH3:18])=[O:21])[CH2:7]1. Reactants: CCO, CCCCCC, COc1ccccc1C#N, NO. Yields the product COc1ccccc1C(N)=NO. As a reaction SMILES: [CH3:13][CH2:14][OH:15].[CH3:16][CH2:17][CH2:18][CH2:19][CH2:20][CH3:21].[CH3:3][O:4][c:5]1[c:6]([C:7]#[N:8])[cH:9][cH:10][cH:11][cH:12]1.[NH2:1][OH:2]>>[N:1]([OH:2])=[C:7]([c:6]1[c:5]([O:4][CH3:3])[cH:12][cH:11][cH:10][cH:9]1)[NH2:8]. Starting materials: O=[N+]([O-])c1cc(Br)ccc1CBr, CCN(C(C)C)C(C)C, Fc1ccc(S)cc1, C1CCOC1. Product: O=[N+]([O-])c1cc(Br)ccc1CSc1ccc(F)cc1. Reaction SMILES: [Br:1][c:2]1[cH:3][c:4]([N+:10](=[O:11])[O-:12])[c:5]([CH2:8][Br:9])[cH:6][cH:7]1.[CH:21]([N:22]([CH:23]([CH3:24])[CH3:25])[CH2:26][CH3:27])([CH3:28])[CH3:29].[F:13][c:14]1[cH:15][cH:16][c:17]([SH:20])[cH:18][cH:19]1.[O:30]1[CH2:31][CH2:32][CH2:33][CH2:34]1>>[Br:1][c:2]1[cH:3][c:4]([N+:10](=[O:11])[O-:12])[c:5]([CH2:8][S:20][c:17]2[cH:16][cH:15][c:14]([F:13])[cH:19][cH:18]2)[cH:6][cH:7]1. Reactants: C(C)(C)NC(C)C (diisopropylamine), [Li]CCCC (n-BuLi), CCOC(=O)C (EtOAc), C(C1=CC=CC=C1)OC1=CC(=CC=C1)C=C[N+](=O)[O-] (1-Benzyloxy-3-(2-nitrovinyl)benzene). Run in C1CCOC1 (THF), C1CCOC1 (THF). Conditions: temperature -78 celsius. Yields the product C(C)OC(CC(C[N+](=O)[O-])C1=CC(=CC=C1)OCC1=CC=CC=C1)=O (3-(3-benzyloxyphenyl)-4-nitro-butyric acid ethyl ester). Reaction SMILES: C(NC(C)C)(C)C.[Li]CCCC.[CH3:13][CH2:14][O:15][C:16]([CH3:18])=[O:17].[CH2:19]([O:26][C:27]1[CH:32]=[CH:31][CH:30]=[C:29]([CH:33]=[CH:34][N+:35]([O-:37])=[O:36])[CH:28]=1)[C:20]1[CH:25]=[CH:24][CH:23]=[CH:22][CH:21]=1>C1COCC1>[CH2:14]([O:15][C:16](=[O:17])[CH2:18][CH:33]([C:29]1[CH:30]=[CH:31][CH:32]=[C:27]([O:26][CH2:19][C:20]2[CH:25]=[CH:24][CH:23]=[CH:22][CH:21]=2)[CH:28]=1)[CH2:34][N+:35]([O-:37])=[O:36])[CH3:13]. Procedure details: To a dry round bottom flask was added 2.7 mL of diisopropylamine and 20 mL THF. The mixture was cooled to −78° C. with stirring. A solution of n-BuLi (11.4 mL, 1.6 M) was added dropwise and the resulting solution was stirred for 20 min. EtOAc (1.5 mL) was added slowly to quench and the mixture was stirred for an additional 20 min. 1-Benzyloxy-3-(2-nitrovinyl)benzene (3.4 g, 13 mmol) in 50 mL THF was then added and the solution was stirred for 2 h. The mixture was warmed to r.t., quenched with sa... Reactants: O=C(Cl)c1ccccc1, CCN1CC(O)CC1=O, CCN1CC(OC(=O)c2ccccc2)CC1=O, CCOC(C)=O, O, c1ccncc1. Product: CCN1CC(OCc2ccccc2)CC1=O. Reaction SMILES: [C:16]([Cl:17])(=[O:18])[c:19]1[cH:20][cH:21][cH:22][cH:23][cH:24]1.[CH2:1]([N:2]1[CH2:3][CH:4]([OH:5])[CH2:6][C:7]1=[O:8])[CH3:9].[CH2:25]([CH3:26])[N:27]1[C:28](=[O:41])[CH2:29][CH:30]([O:32][C:33]([c:34]2[cH:35][cH:36][cH:37][cH:38][cH:39]2)=[O:40])[CH2:31]1.[CH3:42][CH2:43][O:44][C:45](=[O:46])[CH3:47].[OH2:48].[cH:10]1[cH:11][cH:12][n:13][cH:14][cH:15]1>>[CH2:25]([CH3:26])[N:27]1[C:28](=[O:41])[CH2:29][CH:30]([O:32][CH2:33][c:34]2[cH:35][cH:36][cH:37][cH:38][cH:39]2)[CH2:31]1. Reactants: CC(=O)CC(=O)OCC(C)(C)COCC(C)=Cc1ccc(Cc2cccnc2)cc1, CC(C)O, N. The product is CC(N)=CC(=O)OCC(C)(C)COCC(C)=Cc1ccc(Cc2cccnc2)cc1. As a reaction SMILES: [C:1]([CH2:2][C:3](=[O:4])[CH3:5])(=[O:6])[O:7][CH2:8][C:9]([CH2:10][O:11][CH2:12][C:13](=[CH:14][c:15]1[cH:16][cH:17][c:18]([CH2:21][c:22]2[cH:23][n:24][cH:25][cH:26][cH:27]2)[cH:19][cH:20]1)[CH3:28])([CH3:29])[CH3:30].[CH3:32][CH:33]([OH:34])[CH3:35].[NH3:31]>>[C:1]([CH:2]=[C:3]([CH3:5])[NH2:31])(=[O:6])[O:7][CH2:8][C:9]([CH2:10][O:11][CH2:12][C:13](=[CH:14][c:15]1[cH:16][cH:17][c:18]([CH2:21][c:22]2[cH:23][n:24][cH:25][cH:26][cH:27]2)[cH:19][cH:20]1)[CH3:28])([CH3:29])[CH3:30]. The reactants are [H-].[Na+] (Sodium hydride), CS(=O)(=O)C1=CC(=NC(=C1)C1=NC=CC=C1)C1=NC=CC=C1 (4'-methanesulfonyl-2,2':6',2"-terpyridine), C(C)C(CO)CCCC (2-ethyl-1-hexanol). Run in [Cl-].[Na+] (sodium chloride). Run at time 30 minute. Yields the product C(C)C(COC1=CC(=NC(=C1)C1=NC=CC=C1)C1=NC=CC=C1)CCCC (4'-(2-Ethylhexyloxy)-2,2':6',2"-terpyridine). Yield: 84.9%. As a reaction SMILES: [H-].[Na+].CS([C:7]1[CH:12]=[C:11]([C:13]2[CH:18]=[CH:17][CH:16]=[CH:15][N:14]=2)[N:10]=[C:9]([C:19]2[CH:24]=[CH:23][CH:22]=[CH:21][N:20]=2)[CH:8]=1)(=O)=O.[CH2:25]([CH:27]([CH2:30][CH2:31][CH2:32][CH3:33])[CH2:28][OH:29])[CH3:26]>[Cl-].[Na+]>[CH2:25]([CH:27]([CH2:30][CH2:31][CH2:32][CH3:33])[CH2:28][O:29][C:7]1[CH:12]=[C:11]([C:13]2[CH:18]=[CH:17][CH:16]=[CH:15][N:14]=2)[N:10]=[C:9]([C:19]2[CH:24]=[CH:23][CH:22]=[CH:21][N:20]=2)[CH:8]=1)[CH3:26] |f:0.1,4.5|. Reported procedure: Sodium hydride (60% content, oil dispersion, 0.80 g) was added to a mixture of 4'-methanesulfonyl-2,2':6',2"-terpyridine (4.67 g, 0.015 mol) and 2-ethyl-1-hexanol (1.30 g, 0.010 mol) over a period of about 10 minutes. After stirring for 30 minutes at room temperature, the reaction mixture was refluxed and further reacted for 4 hours. After cooling to room temperature, the reaction mixture was poured into an aqueous 4M sodium chloride solution (0.3 liter). The crystal that precipitated was taken ...